This data is from the Open Reaction Database (ORD), a public repository of structured organic reaction records. The task is: describe an organic reaction: reactants, conditions, products, and yield The reactants are C1CCNCC1, CN(C)C=O, CC(C)(C)OC(=O)N1CCC(C(CO)NC(=O)OCC2c3ccccc3-c3ccccc32)CC1. The product is CC(C)(C)OC(=O)N1CCC(C(N)CO)CC1. As a reaction SMILES: [CH2:35]1[CH2:36][CH2:37][NH:38][CH2:39][CH2:40]1.[CH3:41][N:42]([CH3:43])[CH:44]=[O:45].[cH:1]1[c:2]2[c:14]([cH:15][cH:16][cH:17]1)-[c:9]1[c:8]([cH:13][cH:12][cH:11][cH:10]1)[CH:3]2[CH2:4][O:5][C:6](=[O:7])[NH:18][CH:19]([CH2:20][OH:21])[CH:22]1[CH2:23][CH2:24][N:25]([C:28](=[O:29])[O:30][C:31]([CH3:32])([CH3:33])[CH3:34])[CH2:26][CH2:27]1>>[NH2:18][CH:19]([CH2:20][OH:21])[CH:22]1[CH2:23][CH2:24][N:25]([C:28](=[O:29])[O:30][C:31]([CH3:32])([CH3:33])[CH3:34])[CH2:26][CH2:27]1. Starting materials: NC=1C=C(OCC(=O)NCC(CN2CC3=CC=CC=C3CC2)O)C=CC1 (2-(3-aminophenoxy)-N-(3-(3,4-dihydroisoquinolin-2(1H)-yl)-2-hydroxypropyl)acetamide), CS(=O)(=O)Cl (MsCl). Run in CCN(CC)CC (Et3N), C(Cl)Cl (DCM). Reaction conditions: time 2 hour. Product: C1N(CCC2=CC=CC=C12)CC(CNC(COC1=CC(=CC=C1)NS(=O)(=O)C)=O)O (N-(3-(3,4-dihydroisoquinolin-2(1H)-yl)-2-hydroxypropyl)-2-(3-(methylsulfonamido)phenoxy)acetamide). As a reaction SMILES: [CH3:1][S:2](Cl)(=[O:4])=[O:3].[NH2:6][C:7]1[CH:8]=[C:9]([CH:29]=[CH:30][CH:31]=1)[O:10][CH2:11][C:12]([NH:14][CH2:15][CH:16]([OH:28])[CH2:17][N:18]1[CH2:27][CH2:26][C:25]2[C:20](=[CH:21][CH:22]=[CH:23][CH:24]=2)[CH2:19]1)=[O:13]>CCN(CC)CC.C(Cl)Cl>[CH2:19]1[C:20]2[C:25](=[CH:24][CH:23]=[CH:22][CH:21]=2)[CH2:26][CH2:27][N:18]1[CH2:17][CH:16]([OH:28])[CH2:15][NH:14][C:12](=[O:13])[CH2:11][O:10][C:9]1[CH:29]=[CH:30][CH:31]=[C:7]([NH:6][S:2]([CH3:1])(=[O:4])=[O:3])[CH:8]=1. Procedure details: MsCl (23 mg, 0.2 mmol) was added to a cooled 0° C. stirred solution of 2-(3-aminophenoxy)-N-(3-(3,4-dihydroisoquinolin-2(1H)-yl)-2-hydroxypropyl)acetamide (71 mg, 0.2 mmol) in Et3N (0.1 mL) and DCM (10 mL). After stirred for 2 h, the solvent was removed by concentration. The residue was purified by prep-HPLC to afford the title compound. 1H NMR (400 MHz, MeOD): δ 7.26-7.22 (m, 1H), 7.11-7.01 (m, 4H), 6.91-6.85 (m, 2H), 6.71-6.68 (m, 1H), 4.53 (s, 2H), 4.03-4.00 (m, 1H), 3.69 (s, 2H), 3.43-3.88 (... Starting materials: FC(C(=O)O)(F)F (Trifluoroacetic acid), C(CC)N1C2CC(CC1CC2)N(S(=O)(=O)C)C=2C=C1C=NN(C1=CC2)C2OCCCC2 (N-(8-propyl-8-azabicyclo[3.2.1]oct-3-yl)-N-(1-tetrahydro-2H-pyran-2-yl-1H-indazol-5-yl)-methanesulfonamide), C(O)([O-])=O.[Na+] (sodium hydrogencarbonate). Solvent: ClCCl (dichloromethane). Reaction conditions: time 1.5 hour. Yields the product N1N=CC2=CC(=CC=C12)N(S(=O)(=O)C)C1CC2CCC(C1)N2CCC (N-(1H-indazol-5-yl)-N-(8-propyl-8-azabicyclo[3.2.1]oct-3-yl)methanesulfonamide). Yield: 38.9%. RXN SMILES: FC(F)(F)C(O)=O.[CH2:8]([N:11]1[CH:16]2[CH2:17][CH2:18][CH:12]1[CH2:13][CH:14]([N:19]([C:24]1[CH:25]=[C:26]3[C:30](=[CH:31][CH:32]=1)[N:29](C1CCCCO1)[N:28]=[CH:27]3)[S:20]([CH3:23])(=[O:22])=[O:21])[CH2:15]2)[CH2:9][CH3:10].C(=O)([O-])O.[Na+]>ClCCl>[NH:29]1[C:30]2[C:26](=[CH:25][C:24]([N:19]([CH:14]3[CH2:15][CH:16]4[N:11]([CH2:8][CH2:9][CH3:10])[CH:12]([CH2:18][CH2:17]4)[CH2:13]3)[S:20]([CH3:23])(=[O:22])=[O:21])=[CH:32][CH:31]=2)[CH:27]=[N:28]1 |f:2.3|. Reported procedure: Trifluoroacetic acid (0.2 ml) was added to a solution of N-(8-propyl-8-azabicyclo[3.2.1]oct-3-yl)-N-(1-tetrahydro-2H-pyran-2-yl-1H-indazol-5-yl)-methanesulfonamide (19 mg, 0.0425 mmol) in dichloromethane (0.8 ml), and the resulting mixture was stirred at room temperature for 1.5 hours. The reaction solution was poured into a saturated aqueous sodium hydrogencarbonate solution and extracted with ethyl acetate, and the extract solution was washed with a saturated aqueous sodium chloride solution, ... Reactants: CCOC(C)=O, CCN(C(C)C)C(C)C, Clc1cc(Cl)nc(Cl)n1, NC1CCCCC1. Yields the product Clc1cc(Cl)nc(NC2CCCCC2)n1. As a reaction SMILES: [CH3:26][CH2:27][O:28][C:29](=[O:30])[CH3:31].[CH:17]([N:18]([CH:19]([CH3:20])[CH3:21])[CH2:22][CH3:23])([CH3:24])[CH3:25].[Cl:8][c:9]1[n:10][c:11]([Cl:16])[cH:12][c:13]([Cl:15])[n:14]1.[NH2:1][CH:2]1[CH2:3][CH2:4][CH2:5][CH2:6][CH2:7]1>>[NH:1]([CH:2]1[CH2:3][CH2:4][CH2:5][CH2:6][CH2:7]1)[c:9]1[n:10][c:11]([Cl:16])[cH:12][c:13]([Cl:15])[n:14]1. The reactants are Cl, C1COCCO1, CC(C)(C)OC(=O)NN1CCCCC1=O. Product: Cl, NN1CCCCC1=O. As a reaction SMILES: [ClH:16].[O:17]1[CH2:18][CH2:19][O:20][CH2:21][CH2:22]1.[O:1]=[C:2]1[N:3]([NH:8][C:9](=[O:10])[O:11][C:12]([CH3:13])([CH3:14])[CH3:15])[CH2:4][CH2:5][CH2:6][CH2:7]1>>[ClH:16].[O:1]=[C:2]1[N:3]([NH2:8])[CH2:4][CH2:5][CH2:6][CH2:7]1.